This data is from the Open Reaction Database (ORD), a public repository of structured organic reaction records. The task is: describe an organic reaction: reactants, conditions, products, and yield Reactants: N1C=CC=C1 (pyrrole), CCOCC (ether). The product is C(C1CO1)N1C=CC=C1 (N-glycidylpyrrole). Yield: 80.0%. As a reaction SMILES: [NH:1]1[CH:5]=[CH:4][CH:3]=[CH:2]1.C[CH2:7][O:8][CH2:9][CH3:10]>>[CH2:10]([N:1]1[CH:5]=[CH:4][CH:3]=[CH:2]1)[CH:9]1[O:8][CH2:7]1. Procedure: A reaction mixture formed from 200 g of sodium hydroxide NaOH, 8.4 g of tetrabutylammonium hydrogensulfate, 200 ml of water and 125 ml of epichlorohydrin is stirred very vigorously at room temperature in a one liter reactor. 40 g of freshly distilled pyrrole are added dropwise while cooling the solution with a bath of ice-cold water in order to keep the temperature of the mixture between 15° and 20° C. The mixture is left stirring with a stream of nitrogen for 3 hours, 100 ml of ether are added ... Starting materials: CS(=O)(=O)c1nc(NCCO)cc(-c2cccc(C(F)(F)F)c2)n1, CS(C)=O, CCOC(C)=O, N#C[Na]. Product: N#Cc1nc(NCCO)cc(-c2cccc(C(F)(F)F)c2)n1. As a reaction SMILES: [CH3:1][S:2](=[O:3])(=[O:4])[c:5]1[n:6][c:7](-[c:15]2[cH:16][c:17]([C:21]([F:22])([F:23])[F:24])[cH:18][cH:19][cH:20]2)[cH:8][c:9]([NH:11][CH2:12][CH2:13][OH:14])[n:10]1.[CH3:28][S:29](=[O:30])[CH3:31].[CH3:32][CH2:33][O:34][C:35](=[O:36])[CH3:37].[Na:25][C:26]#[N:27]>>[c:5]1([C:26]#[N:27])[n:6][c:7](-[c:15]2[cH:16][c:17]([C:21]([F:22])([F:23])[F:24])[cH:18][cH:19][cH:20]2)[cH:8][c:9]([NH:11][CH2:12][CH2:13][OH:14])[n:10]1. Reactants: C(C)O (ethanol), ClC1=CC=C(C=CC#N)C=C1 (p-chlorocinnamonitrile), OCC[N+](C)(C)C (choline), C1(=CC=CC=C1)NN (phenylhydrazine). Run in CO (methanol). Reaction conditions: time 16 hour. The product is NC1=NN(C(C1)C1=CC=C(C=C1)Cl)C1=CC=CC=C1 (3-Amino-5-(p-chlorophenyl)-1-phenyl-2-pyrazoline). RXN SMILES: C(O)C.OCC[N+](C)(C)C.[C:11]1([NH:17][NH2:18])[CH:16]=[CH:15][CH:14]=[CH:13][CH:12]=1.[Cl:19][C:20]1[CH:29]=[CH:28][C:23]([CH:24]=[CH:25][C:26]#[N:27])=[CH:22][CH:21]=1>CO>[NH2:27][C:26]1[CH2:25][CH:24]([C:23]2[CH:22]=[CH:21][C:20]([Cl:19])=[CH:29][CH:28]=2)[N:17]([C:11]2[CH:16]=[CH:15][CH:14]=[CH:13][CH:12]=2)[N:18]=1. Procedure: A mixture of 500 ml. of absolute ethanol, 5.0 ml. of 50% choline in methanol, 32.4 g. of phenylhydrazine and 49.08 g. of p-chlorocinnamonitrile is refluxed for 7 hours then is allowed to stand at room temperature for 16 hours, then is evaporated to dryness in vacuo. The procedure of Example 16 is followed to give 12.0 g. of the product of the Example as colorless needles, m.p. 183.5°-185.5° C. Starting materials: N(O)=C(C(C)=O)C(C)=O (3-oximino-2,4-pentanedione), NC(C(=O)O)CC (2-aminobutyric acid). Solvent: C(C)#N (acetonitrile). The product is C(C)(=O)C1=C(N=C(N1)CC)C (5-Acetyl-4-methyl-2-ethylimidazole). RXN SMILES: [N:1](=[C:3]([C:7](=[O:9])[CH3:8])[C:4](=O)[CH3:5])O.[NH2:10][CH:11]([CH2:15][CH3:16])C(O)=O>C(#N)C>[C:7]([C:3]1[NH:1][C:11]([CH2:15][CH3:16])=[N:10][C:4]=1[CH3:5])(=[O:9])[CH3:8]. Procedure details: To 4.78 g (0.037 moles) of 3-oximino-2,4-pentanedione dissolved in 40 ml of acetonitrile was added 3.82 g (0.037 moles) of 2-aminobutyric acid. The mixture was brought to reflux, while stirring rapidly under nitrogen, with an oil bath. After 22.5 h the reaction mixture was cooled, suction filtered, and the residue washed with acetonitrile (50 ml). The combined filtrates were concentrated in vacuo, and the resulting oil dissolved in 1 M hydrochloric acid (30 ml). The acid solution was washed with... Reactants: CN1C(NC=C1)=O (1-methyl-4-imidazolin-2-one), C=O (formaldehyde), [OH-].[Na+] (sodium hydroxide), CO (methanol). Solvent: CC(=O)C (acetone). Run at time 20 hour. Product: CN1C(N(C=C1)CO)=O (1-Methyl-3-hydroxymethyl-4-imidazolin-2-one). RXN SMILES: [CH3:1][N:2]1[CH:6]=[CH:5][NH:4][C:3]1=[O:7].[CH2:8]=[O:9].[OH-].[Na+].CO>CC(C)=O>[CH3:1][N:2]1[CH:6]=[CH:5][N:4]([CH2:8][OH:9])[C:3]1=[O:7] |f:2.3|. Procedure details: A mixture of 1-methyl-4-imidazolin-2-one (4 gms, 0.04 mol), 20 ml of formaldehyde (37% aqueous solution), sodium hydroxide (100 mg), and 20 ml of methanol was stirred at room temperature for 20 hours. After removing the solvent using a rotovap at reduced pressure, a liquid residue was obtained and filtered through a column of silica gel using chloroform as the eluent. The residue solidified after left standing overnight and was dissolved in water and then extracted with chloroform. The aqueous p...